This data is from the Open Reaction Database (ORD), a public repository of structured organic reaction records. The task is: describe an organic reaction: reactants, conditions, products, and yield Reactants: [Br-], O=Cc1cc(OCc2ccccc2)ccc1Br, C1CCOC1, CC(C)(C)[O-], C[P+](c1ccccc1)(c1ccccc1)c1ccccc1, [K+], C1COCCOCCOCCOCCOCCO1. Product: C=Cc1cc(OCc2ccccc2)ccc1Br. RXN SMILES: [Br-:42].[CH2:25]([c:26]1[cH:27][cH:28][cH:29][cH:30][cH:31]1)[O:32][c:33]1[cH:34][cH:35][c:36]([Br:41])[c:37]([CH:38]=[O:39])[cH:40]1.[CH2:63]1[O:64][CH2:65][CH2:66][CH2:67]1.[CH3:19][C:20]([CH3:21])([O-:22])[CH3:23].[CH3:43][P+:44]([c:45]1[cH:46][cH:47][cH:48][cH:49][cH:50]1)([c:51]1[cH:52][cH:53][cH:54][cH:55][cH:56]1)[c:57]1[cH:58][cH:59][cH:60][cH:61][cH:62]1.[K+:24].[O:1]1[CH2:2][CH2:18][O:17][CH2:16][CH2:15][O:14][CH2:13][CH2:12][O:11][CH2:10][CH2:9][O:8][CH2:7][CH2:6][O:5][CH2:4][CH2:3]1>>[CH2:2]=[CH:38][c:37]1[c:36]([Br:41])[cH:35][cH:34][c:33]([O:32][CH2:25][c:26]2[cH:27][cH:28][cH:29][cH:30][cH:31]2)[cH:40]1. Starting materials: solid, Cl.Cl.O1CCC2=C1C=CC=C2C2CCN(CC2)CC[C@@H]2CC[C@H](CC2)N (trans-4-{2-[4-(2,3-dihydro-benzofuran-4-yl)-piperidin-1-yl]-ethyl}-cyclohexylamine dihydrochloride), Cl.Cl.O1CCC2=C1C=CC=C2C2CCN(CC2)CC[C@@H]2CC[C@H](CC2)N (trans-4-{2-[4-(2,3-dihydro-benzofuran-4-yl)-piperidin-1-yl]-ethyl}-cyclohexylamine dihydrochloride), CN(C(CCC(=O)O)=O)C (4-(dimethylamino)-4-oxobutanoic acid). The product is O1CCC2=C1C=CC=C2C2CCN(CC2)CC[C@@H]2CC[C@H](CC2)NC(CCC(=O)N(C)C)=O (trans-N-(4-{2-[4-(2,3-Dihydro-benzofuran-4-yl)-piperidin-1-yl]ethyl}-cyclohexyl)-N′,N′-dimethyl-succinamide). RXN SMILES: Cl.Cl.[O:3]1[C:7]2[CH:8]=[CH:9][CH:10]=[C:11]([CH:12]3[CH2:17][CH2:16][N:15]([CH2:18][CH2:19][C@H:20]4[CH2:25][CH2:24][C@H:23]([NH2:26])[CH2:22][CH2:21]4)[CH2:14][CH2:13]3)[C:6]=2[CH2:5][CH2:4]1.[CH3:27][N:28]([CH3:36])[C:29](=[O:35])[CH2:30][CH2:31][C:32](O)=[O:33]>>[O:3]1[C:7]2[CH:8]=[CH:9][CH:10]=[C:11]([CH:12]3[CH2:17][CH2:16][N:15]([CH2:18][CH2:19][C@H:20]4[CH2:21][CH2:22][C@H:23]([NH:26][C:32](=[O:33])[CH2:31][CH2:30][C:29]([N:28]([CH3:36])[CH3:27])=[O:35])[CH2:24][CH2:25]4)[CH2:14][CH2:13]3)[C:6]=2[CH2:5][CH2:4]1 |f:0.1.2|. Procedure details: The title compound, off-white solid (87 mg, 77%), MS (ISP) m/z=456.3 [(M+H)+], mp 205° C., was prepared in accordance with the general method of example 1 from trans-4-{2-[4-(2,3-dihydro-benzofuran-4-yl)-piperidin-1-yl]-ethyl}-cyclohexylamine dihydrochloride (intermediate B) (100 mg, 0.25 mmol) and 4-(dimethylamino)-4-oxobutanoic acid.